From a dataset of the Open Reaction Database (ORD), a public repository of structured organic reaction records. describe an organic reaction: reactants, conditions, products, and yield Reactants: CO, CCOC(C)=O, COc1ccc([SH]=C([O-])N(C)C)c(Cl)c1, Cl, [Na+], [OH-]. Yields the product COc1ccc(S)c(Cl)c1. As a reaction SMILES: [CH3:19][OH:20].[CH3:21][CH2:22][O:23][C:24]([CH3:25])=[O:26].[Cl:1][c:2]1[c:3]([SH:10]=[C:11]([O-:12])[N:13]([CH3:14])[CH3:15])[cH:4][cH:5][c:6]([O:8][CH3:9])[cH:7]1.[ClH:18].[Na+:17].[OH-:16]>>[Cl:1][c:2]1[c:3]([SH:10])[cH:4][cH:5][c:6]([O:8][CH3:9])[cH:7]1. The reactants are [N+](=O)([O-])C1=CC=C(S1)C1=NN=C2N1N=C(C=C2)N (3-(5-nitro-2-thienyl)-6-amino-s-triazolo[4,3-b]pyridazine), C(C)OC(N(C)C)OCC (N,N-dimethyl formamide-diethyl acetal), CN(C=O)C (N,N-dimethylformamide). Conditions: time 2 hour. Product: [N+](=O)([O-])C1=CC=C(S1)C1=NN=C2N1NC(C(=C2)N)=CN(C)C (3-(5-Nitro-2-thienyl)-6-(dimethylaminomethylene)-amino-s-triazolo[4,3-b]pyridazine). Reaction SMILES: [N+:1]([C:4]1[S:8][C:7]([C:9]2[N:13]3[N:14]=[C:15](N)[CH:16]=[CH:17][C:12]3=[N:11][N:10]=2)=[CH:6][CH:5]=1)([O-:3])=[O:2].C(O[CH:22](OCC)[N:23]([CH3:25])[CH3:24])C.C[N:30](C)C=O>>[N+:1]([C:4]1[S:8][C:7]([C:9]2[N:13]3[NH:14][C:15](=[CH:22][N:23]([CH3:25])[CH3:24])[C:16]([NH2:30])=[CH:17][C:12]3=[N:11][N:10]=2)=[CH:6][CH:5]=1)([O-:3])=[O:2]. Procedure details: 0.8 g. 3-(5-nitro-2-thienyl)-6-amino-s-triazolo[4,3-b]pyridazine was suspended in a mixture of 3 ml. N,N-dimethylformamide and 1. ml. N,N-dimethyl formamide-diethyl acetal and heated, while stirring, on a waterbath for two hours. Thereafter, the reaction mixture was cooled, solid material was filtered off with suction and the residue is washed with N,N-dimethyl formamide. There was thus obtained 0.4 g. (41% of theory) 3-(5-nitro-2-thienyl)-6-(diethylaminomethylene)-amino-s-triazolo[4,3-b]pyridaz... Starting materials: C1(=CC=CC=C1)C(C=NO)=CCC (2-phenyl-2-pentenal oxime), Br.C(C)OC(=O)[C@H]1CN(CCC1)CCBr ((R)-1-(2-bromoethyl)-3-piperidinecarboxylic acid ethyl ester hydrobromide), C([O-])([O-])=O.[K+].[K+] (potassium carbonate). Run in CC(=O)C (acetone). Reaction conditions: time 4 day. Yields the product C(C)OC(=O)[C@H]1CN(CCC1)CCON=CC(=CCC)C1=CC=CC=C1 ((R)-1-(2-(((2-phenyl-2-penten-1-ylidene)amino)oxy)ethyl)-3-piperidinecarboxylic acid ethyl ester). Isolated yield 52.7%. RXN SMILES: [C:1]1([C:7](=[CH:11][CH2:12][CH3:13])[CH:8]=[N:9][OH:10])[CH:6]=[CH:5][CH:4]=[CH:3][CH:2]=1.Br.[CH2:15]([O:17][C:18]([C@@H:20]1[CH2:25][CH2:24][CH2:23][N:22]([CH2:26][CH2:27]Br)[CH2:21]1)=[O:19])[CH3:16].C(=O)([O-])[O-].[K+].[K+]>CC(C)=O>[CH2:15]([O:17][C:18]([C@@H:20]1[CH2:25][CH2:24][CH2:23][N:22]([CH2:26][CH2:27][O:10][N:9]=[CH:8][C:7]([C:1]2[CH:6]=[CH:5][CH:4]=[CH:3][CH:2]=2)=[CH:11][CH2:12][CH3:13])[CH2:21]1)=[O:19])[CH3:16] |f:1.2,3.4.5|. Reported procedure: A mixture of the above oxime (2.0 g, 11 mmol), (R)-1-(2-bromoethyl)-3-piperidinecarboxylic acid ethyl ester hydrobromide (3.94 g, 11 mmol), potassium carbonate (4.73 g, 34 mmol) and acetone (25 ml) was stirred at room temperature for 4 days. The mixture was filtered and the solvent was evaporated from the filtrate in vacuo. The residue was purified by column chromatography on silica gel (75 g, cyclohexane/ethyl acetate 3/1) to give 2.08 g of (R)-1-(2-(((2-phenyl-2-penten-1-ylidene)amino)oxy)ethy... The reactants are C(CCC)[Li] (butyl-lithium), [Br-].C(CCCCCCC)[P+](C1=CC=CC=C1)(C1=CC=CC=C1)C1=CC=CC=C1 (n-octyl-triphenylphosphonium bromide), C1(=CC=CC=C1)C (toluene), C(=O)C1C(C1(C)C)C(=O)OCC (ethyl 2-formyl-3,3-dimethylcyclopropanecarboxylate). Solvent: CCCCCC (n-hexane), O1CCCC1 (tetrahydrofuran), O (water). Reaction conditions: time 1 hour. Yields the product C(=CCCCCCCC)C1C(C1(C)C)C(=O)OCC (ethyl 2-(1-nonen-1-yl)-3,3-dimethylcyclopropanecarboxylate). Isolated yield 56.6%. Reaction SMILES: C([Li])CCC.[Br-].[CH2:7]([P+](C1C=CC=CC=1)(C1C=CC=CC=1)C1C=CC=CC=1)[CH2:8][CH2:9][CH2:10][CH2:11][CH2:12][CH2:13][CH3:14].[CH:34]([CH:36]1[C:38]([CH3:40])([CH3:39])[CH:37]1[C:41]([O:43][CH2:44][CH3:45])=[O:42])=O.C1(C)C=CC=CC=1>CCCCCC.O1CCCC1.O>[CH:34]([CH:36]1[C:38]([CH3:40])([CH3:39])[CH:37]1[C:41]([O:43][CH2:44][CH3:45])=[O:42])=[CH:7][CH2:8][CH2:9][CH2:10][CH2:11][CH2:12][CH2:13][CH3:14] |f:1.2|. Reported procedure: 64.5 g of a 15% strength solution of butyl-lithium in n-hexane were added dropwise to a suspension of 68.3 g (0.15 mol) of n-octyl-triphenylphosphonium bromide in 300 ml of absolute tetrahydrofuran at 0°-5° C., with the exclusion of air. After one hour, 25.5 g (0.15 mol) of ethyl 2-formyl-3,3-dimethylcyclopropanecarboxylate were slowly added, and the mixture was further stirred for 18 hours at room temperature. The mixture was shaken after the addition of 400 ml of toluene and 300 ml of water, t... Reactants: CC1(CC=C(CC1)C1=C(C=CC(=C1)C1(CCC(CC1)=O)O)NC(=O)C=1NC(=CN1)C#N)C (5-Cyano-1H-imidazole-2-carboxylic acid [2-(4,4-dimethyl-cyclohex-1-enyl)-4-(1-hydroxy-4-oxo-cyclohexyl)-phenyl]-amide), CNC (dimethylamine), [BH-](OC(=O)C)(OC(=O)C)OC(=O)C.[Na+] (NaBH(OAc)3). The product is CN(C1CCC(CC1)(O)C1=CC(=C(C=C1)NC(=O)C=1NC(=CN1)C#N)C1=CCC(CC1)(C)C)C (5-Cyano-1H-imidazole-2-carboxylic acid [4-(4-dimethylamino-1-hydroxy-cyclohexyl)-2-(4,4-dimethyl-cyclohex-1-enyl)-phenyl]-amide). Reaction SMILES: [CH3:1][C:2]1([CH3:32])[CH2:7][CH2:6][C:5]([C:8]2[CH:13]=[C:12]([C:14]3([OH:21])[CH2:19][CH2:18][C:17](=O)[CH2:16][CH2:15]3)[CH:11]=[CH:10][C:9]=2[NH:22][C:23]([C:25]2[NH:26][C:27]([C:30]#[N:31])=[CH:28][N:29]=2)=[O:24])=[CH:4][CH2:3]1.[CH3:33][NH:34][CH3:35].[BH-](OC(C)=O)(OC(C)=O)OC(C)=O.[Na+]>>[CH3:33][N:34]([CH3:35])[CH:17]1[CH2:18][CH2:19][C:14]([C:12]2[CH:11]=[CH:10][C:9]([NH:22][C:23]([C:25]3[NH:26][C:27]([C:30]#[N:31])=[CH:28][N:29]=3)=[O:24])=[C:8]([C:5]3[CH2:6][CH2:7][C:2]([CH3:1])([CH3:32])[CH2:3][CH:4]=3)[CH:13]=2)([OH:21])[CH2:15][CH2:16]1 |f:2.3|. Procedure: The title compound is prepared from 5-cyano-1H-imidazole-2-carboxylic acid [2-(4,4-dimethyl-cyclohex-1-enyl)-4-(1-hydroxy-4-oxo-cyclohexyl)-phenyl]-amide (as prepared in Example 21) and dimethylamine (solution in THF) using NaBH(OAc)3 according to literature procedure (J. Org. Chem., 61, 3849-62 (1996)). Starting materials: CC(=O)O, Nc1nc(OCc2ccccc2)ccc1[N+](=O)[O-], [Zn]. The product is Nc1ccc(OCc2ccccc2)nc1N. Reaction SMILES: [C:19]([OH:20])(=[O:21])[CH3:22].[CH2:1]([c:2]1[cH:3][cH:4][cH:5][cH:6][cH:7]1)[O:8][c:9]1[cH:10][cH:11][c:12]([N+:16]([O-:17])=[O:18])[c:13]([NH2:15])[n:14]1.[Zn:23]>>[CH2:1]([c:2]1[cH:3][cH:4][cH:5][cH:6][cH:7]1)[O:8][c:9]1[cH:10][cH:11][c:12]([NH2:16])[c:13]([NH2:15])[n:14]1.